This data is from the Open Reaction Database (ORD), a public repository of structured organic reaction records. The task is: describe an organic reaction: reactants, conditions, products, and yield The reactants are COC(=O)c1ccc(CCl)o1, CC(C)=O, [K+], [K+], O=[N+]([O-])c1ccn[nH]1, N#N, O=C([O-])[O-], O. The product is COC(=O)c1ccc(Cn2ccc([N+](=O)[O-])n2)o1. RXN SMILES: [CH3:11][O:12][C:13](=[O:14])[c:15]1[o:16][c:17]([CH2:20][Cl:21])[cH:18][cH:19]1.[CH3:28][C:29](=[O:30])[CH3:31].[K+:22].[K+:23].[N+:3](=[O:4])([O-:5])[c:6]1[cH:7][cH:8][n:9][nH:10]1.[N:1]#[N:2].[O-:24][C:25]([O-:26])=[O:27].[OH2:32]>>[N+:3](=[O:4])([O-:5])[c:6]1[cH:7][cH:8][n:9]([CH2:20][c:17]2[o:16][c:15]([C:13]([O:12][CH3:11])=[O:14])[cH:19][cH:18]2)[n:10]1. Reactants: N=1N=CN2N=C(C=CC21)C=2C=C(C=CC2)NC(C)=O (N-[3-(1,2,4-triazolo[4,3-b]pyridazin-6-yl)phenyl]acetamide), [H-].[Na+] (sodium hydride), C(C#C)Br (propargyl bromide). Solvent: CN(C=O)C (dimethylformamide). Product: C(C#C)N(C(C)=O)C1=CC(=CC=C1)C=1C=CC=2N(N1)C=NN2 (N-2-Propynyl-N-[3-(1,2,4-triazolo[4,3-b]pyridazin-6-yl)phenyl]acetamide). As a reaction SMILES: [N:1]1[N:2]=[CH:3][N:4]2[C:9]=1[CH:8]=[CH:7][C:6]([C:10]1[CH:11]=[C:12]([NH:16][C:17](=[O:19])[CH3:18])[CH:13]=[CH:14][CH:15]=1)=[N:5]2.[H-].[Na+].[CH2:22](Br)[C:23]#[CH:24]>CN(C)C=O>[CH2:24]([N:16]([C:12]1[CH:13]=[CH:14][CH:15]=[C:10]([C:6]2[CH:7]=[CH:8][C:9]3[N:4]([CH:3]=[N:2][N:1]=3)[N:5]=2)[CH:11]=1)[C:17](=[O:19])[CH3:18])[C:23]#[CH:22] |f:1.2|. Procedure: A mixture of 3.0 g of N-[3-(1,2,4-triazolo[4,3-b]pyridazin-6-yl)phenyl]acetamide, 0.6 g of sodium hydride (50% in oil), 250 ml of dimethylformamide and 1.38 ml of propargyl bromide was reacted as described in Example 5, giving 1.77 g of the desired product as orange crystals, mp 195°-198° C. Reactants: CC(C)N1C2=CC=CC=C2C(=C1/C=C/[C@@H](C[C@@H](CC(=O)OC)O)O)C3=CC=C(C=C3)F (fluvastatin methyl ester), CC(C)O (propan-2-ol), CCO (EtOH), [OH-].[Na+] (NaOH). The solvent is O (water). Product: CC(C)N1C=2C=CC=CC2C(=C1/C=C/C(CC(CC(=O)[O-])O)O)C=3C=CC(=CC3)F.[Na+] (fluvastatin sodium). Yield: 63.3%. As a reaction SMILES: [CH3:1][CH:2]([N:4]1[C:12](/[CH:13]=[CH:14]/[C@H:15]([OH:24])[CH2:16][C@H:17]([OH:23])[CH2:18][C:19]([O:21]C)=[O:20])=[C:11]([C:25]2[CH:30]=[CH:29][C:28]([F:31])=[CH:27][CH:26]=2)[C:10]2[C:5]1=[CH:6][CH:7]=[CH:8][CH:9]=2)[CH3:3].CCO.[OH-].[Na+:36].CC(O)C>O>[CH3:3][CH:2]([N:4]1[C:12](/[CH:13]=[CH:14]/[CH:15]([OH:24])[CH2:16][CH:17]([OH:23])[CH2:18][C:19]([O-:21])=[O:20])=[C:11]([C:25]2[CH:26]=[CH:27][C:28]([F:31])=[CH:29][CH:30]=2)[C:10]2[CH:9]=[CH:8][CH:7]=[CH:6][C:5]1=2)[CH3:1].[Na+:36] |f:2.3,6.7|. Procedure details: Into a 100 ml flask were placed fluvastatin methyl ester (3.0 g), EtOH (7.5 ml) and a solution of NaOH (0.28 g) in water (0.75 ml). The mixture was heated to reflux for two h, propan-2-ol was added (58 ml) and the mixture was cooled to room temperature and stirred over night. The product was isolated by filtration under nitrogen, washed with propan-2-ol (50 ml) and dried at 50° C. in a vacuum oven for 24 h to obtain 1.92 g (62.8%) of fluvastatin sodium crystal Form IX. Reactants: O=C(CCCCCBr)Nc1ccc(C(F)(F)F)cc1, O=C([O-])O, CS(C)=O, [I-], [K+], [Na+], O. The product is O=CCCCCC(=O)Nc1ccc(C(F)(F)F)cc1. RXN SMILES: [Br:8][CH2:9][CH2:10][CH2:11][CH2:12][CH2:13][C:14](=[O:15])[NH:16][c:17]1[cH:18][cH:19][c:20]([C:23]([F:24])([F:25])[F:26])[cH:21][cH:22]1.[C:1]([O-:2])(=[O:3])[OH:4].[CH3:28][S:29]([CH3:30])=[O:31].[I-:7].[K+:6].[Na+:5].[OH2:27]>>[O:2]=[CH:9][CH2:10][CH2:11][CH2:12][CH2:13][C:14](=[O:15])[NH:16][c:17]1[cH:18][cH:19][c:20]([C:23]([F:24])([F:25])[F:26])[cH:21][cH:22]1.